From a dataset of the Open Reaction Database (ORD), a public repository of structured organic reaction records. describe an organic reaction: reactants, conditions, products, and yield RXN SMILES: [Br:1][CH2:2][CH2:3][CH2:4][CH2:5][O:6][c:7]1[cH:8][cH:9][c:10]([F:13])[cH:11][cH:12]1.[C:25](=[O:26])([O-:27])[O-:28].[CH3:14][N:15]([C:16]([CH3:17])=[O:18])[CH:19]1[CH2:20][CH2:21][NH:22][CH2:23][CH2:24]1.[CH3:31][C:32](=[O:33])[CH3:34].[K+:29].[K+:30]>>[CH2:2]([CH2:3][CH2:4][CH2:5][O:6][c:7]1[cH:8][cH:9][c:10]([F:13])[cH:11][cH:12]1)[N:22]1[CH2:21][CH2:20][CH:19]([N:15]([CH3:14])[C:16]([CH3:17])=[O:18])[CH2:24][CH2:23]1. The product is CC(=O)N(C)C1CCN(CCCCOc2ccc(F)cc2)CC1. The reactants are Fc1ccc(OCCCCBr)cc1, O=C([O-])[O-], CC(=O)N(C)C1CCNCC1, CC(C)=O, [K+], [K+]. Reactants: BrC=1C=C2C(=NN(C(C2=CC1)=O)C1=CC=C(C=C1)C(C)(C)C)NC=1N(N=C(C1)C)C(C)(C)C (6-Bromo-4-(2-tert-butyl-5-methyl-2H-pyrazol-3-ylamino)-2-(4-tert-butyl-phenyl)-2H-phthalazin-1-one). Run in C(=O)O (formic acid). Product: BrC=1C=C2C(=NN(C(C2=CC1)=O)C1=CC=C(C=C1)C(C)(C)C)NC=1NN=C(C1)C (6-Bromo-2-(4-tert-butyl-phenyl)-4-(5-methyl-2H-pyrazol-3-ylamino)-2H-phthalazin-1-one). As a reaction SMILES: [Br:1][C:2]1[CH:3]=[C:4]2[C:9](=[CH:10][CH:11]=1)[C:8](=[O:12])[N:7]([C:13]1[CH:18]=[CH:17][C:16]([C:19]([CH3:22])([CH3:21])[CH3:20])=[CH:15][CH:14]=1)[N:6]=[C:5]2[NH:23][C:24]1[N:25](C(C)(C)C)[N:26]=[C:27]([CH3:29])[CH:28]=1>C(O)=O>[Br:1][C:2]1[CH:3]=[C:4]2[C:9](=[CH:10][CH:11]=1)[C:8](=[O:12])[N:7]([C:13]1[CH:18]=[CH:17][C:16]([C:19]([CH3:22])([CH3:21])[CH3:20])=[CH:15][CH:14]=1)[N:6]=[C:5]2[NH:23][C:24]1[NH:25][N:26]=[C:27]([CH3:29])[CH:28]=1. Procedure details: 15 mg of 6-Bromo-4-(2-tert-butyl-5-methyl-2H-pyrazol-3-ylamino)-2-(4-tert-butyl-phenyl)-2H-phthalazin-1-one were heated in formic acid for 5 hrs at 90° C., then evaporated and chromatographed on silica (dichloromethane, then dichloromethane/methanol 40:1). Yield 10 mg. 1H-NMR: (400 MHz, D6-DMSO) 9.33 (1H, br s), 8.86 (1H, br s), 8.26 (1H, d), 8.80 (1H, d) 7.62 (2H, d), 7.51 (2H, d), 6.26 (1H, s), 2.20 (3H, s), 1.35 (9H, s); MS (ESI+)=452.35 (M+H)+. Reactants: N1C(=NC=C1)C(C)=O (1-(1H-imidazol-2-yl)ethanone), CCN(C(C)C)C(C)C (DIPEA), C[Si](C)(C)CCOCCl (SEM chloride), C([O-])(O)=O.[Na+] (sodium bicarbonate). The solvent is C(Cl)Cl (DCM). Conditions: time 1 hour. Product: C[Si](CCOCN1C(=NC=C1)C(C)=O)(C)C (1-(1-{[2-(trimethylsilyl)ethoxy]methyl}imidazol-2-yl)ethanone). As a reaction SMILES: [NH:1]1[CH:5]=[CH:4][N:3]=[C:2]1[C:6](=[O:8])[CH3:7].CCN(C(C)C)C(C)C.[CH3:18][Si:19]([CH2:22][CH2:23][O:24][CH2:25]Cl)([CH3:21])[CH3:20].C(=O)(O)[O-].[Na+]>C(Cl)Cl>[CH3:18][Si:19]([CH3:21])([CH3:20])[CH2:22][CH2:23][O:24][CH2:25][N:1]1[CH:5]=[CH:4][N:3]=[C:2]1[C:6](=[O:8])[CH3:7] |f:3.4|. Procedure details: To a solution of 1-(1H-imidazol-2-yl)ethanone (550 mg, 4.99 mmol), 3.18 mmol) in DCM (20 mL) was added DIPEA (1.74 ml, 9.99 mmol) and SEM chloride (0.87 ml dissolved in 5 mL DCM, 4.99 mmol). The resulting mixture was stirred at RT for 1 hr. Saturated aqueous sodium bicarbonate (10 mL) was then added and the aqueous phase was extracted with DCM (3×10 mL extractions). The combined organic extracts were dried (Na2SO4), filtered and concentrated in vacuo to give the title intermediate as a yellow oi... Reactants: COc2ccc1ccccc1c2 (substrate), CC(C)(C)[Si](C)(C)OCc1ccc([Zn](C)(C)(C)([Li])[Li])cc1 (effective_coupling_partner). Reagents/catalysts: PCy3. Reaction conditions: temperature 25 celsius, time 9 hour. Yields the product CC(C)(C)[Si](C)(C)OCc3cccc(c2ccc1ccccc1c2)c3. Starting materials: [Li+], CCc1ccc2c(c1)C(NCC(O)C(N)Cc1ccccc1)CCO2, O=C([O-])C1CNc2ccccc2O1. Product: CCc1ccc2c(c1)C(NCC(O)C(Cc1ccccc1)NC(=O)C1CNc3ccccc3O1)CCO2. As a reaction SMILES: [Li+:14].[NH2:15][CH:16]([CH:17]([CH2:18][NH:19][CH:20]1[CH2:21][CH2:22][O:23][c:24]2[cH:25][cH:26][c:27]([CH2:30][CH3:31])[cH:28][c:29]21)[OH:32])[CH2:33][c:34]1[cH:35][cH:36][cH:37][cH:38][cH:39]1.[O:1]1[c:2]2[c:3]([cH:10][cH:11][cH:12][cH:13]2)[NH:4][CH2:5][CH:6]1[C:7](=[O:8])[O-:9]>>[O:1]1[c:2]2[c:3]([cH:10][cH:11][cH:12][cH:13]2)[NH:4][CH2:5][CH:6]1[C:7](=[O:9])[NH:15][CH:16]([CH:17]([CH2:18][NH:19][CH:20]1[CH2:21][CH2:22][O:23][c:24]2[cH:25][cH:26][c:27]([CH2:30][CH3:31])[cH:28][c:29]21)[OH:32])[CH2:33][c:34]1[cH:35][cH:36][cH:37][cH:38][cH:39]1. Starting materials: O (water), COC=1C=CC=C2C=CC(=NC12)C(F)(F)F (8-methoxy-2-trifluoromethylquinoline), [OH-].[Na+] (sodium hydroxide). Run in Br (hydrobromic acid). Product: FC(C1=NC2=C(C=CC=C2C=C1)O)(F)F (2-Trifluoromethylquinolin-8-ol). As a reaction SMILES: C[O:2][C:3]1[CH:4]=[CH:5][CH:6]=[C:7]2[C:12]=1[N:11]=[C:10]([C:13]([F:16])([F:15])[F:14])[CH:9]=[CH:8]2.O.[OH-].[Na+]>Br>[F:16][C:13]([F:14])([F:15])[C:10]1[CH:9]=[CH:8][C:7]2[C:12](=[C:3]([OH:2])[CH:4]=[CH:5][CH:6]=2)[N:11]=1 |f:2.3|. Procedure details: A solution of 8-methoxy-2-trifluoromethylquinoline (10.0.g) in 48% hydrobromic acid (40 ml) was stirred at reflux overnight. The reaction mixture was poured into water (200 ml) and the pH adjusted to 12.5 using 46-48% sodium hydroxide solution. After extraction with dichloromethane (2×25 ml) the aqueous layer was acidified to pH5.3 by the addition of 37% hydrochloric acid solution. The mixture was then extracted using dichloromethane (2×100 ml) and the combined organic extracts washed with water... The reactants are Cc1ccccc1, COC(=O)C(N)CO, O=C(OC(Cl)(Cl)Cl)OC(Cl)(Cl)Cl, Cl, [K+], [K+], O=C([O-])[O-], O. Product: COC(=O)C1COC(=O)N1. As a reaction SMILES: [CH3:29][c:30]1[cH:31][cH:32][cH:33][cH:34][cH:35]1.[CH3:2][O:3][C:4]([CH:5]([NH2:6])[CH2:7][OH:8])=[O:9].[Cl:16][C:17]([Cl:18])([O:19][C:20](=[O:21])[O:22][C:23]([Cl:24])([Cl:25])[Cl:26])[Cl:27].[ClH:1].[K+:10].[K+:11].[O-:12][C:13]([O-:14])=[O:15].[OH2:28]>>[CH3:2][O:3][C:4]([CH:5]1[NH:6][C:13](=[O:12])[O:8][CH2:7]1)=[O:9]. Starting materials: O=O (O2), CC(=C(C(=O)O)C1=CC=C(C=C1)F)C (3-methyl-2-(p-fluorophenyl)crotonic acid), [OH-].[Na+] (sodium hydroxide), ((S)-MeOBIPHEP-TS-Na)Ru(OCOF3)2, stainless steel, suspension. The solvent is O (water), O (water). Reaction conditions: time 15 minute. Product: FC1=CC=C(C=C1)[C@H](C(=O)O)C(C)C ((R)-2-(4-fluorophenyl)-3-methylbutyric acid). The yield is 93.2%. RXN SMILES: O=O.[CH3:3][C:4]([CH3:16])=[C:5]([C:9]1[CH:14]=[CH:13][C:12]([F:15])=[CH:11][CH:10]=1)[C:6]([OH:8])=[O:7].[OH-].[Na+]>O>[F:15][C:12]1[CH:11]=[CH:10][C:9]([C@@H:5]([CH:4]([CH3:16])[CH3:3])[C:6]([OH:8])=[O:7])=[CH:14][CH:13]=1 |f:2.3|. Procedure details: In a glove box (argon-atmosphere, O2 -content<1 ppm) a 10 ml measuring flask was charged with 16.9 mg (0.013 mmol) of ((S)-MeOBIPHEP-TS-Na)Ru(OCOF3)2 and filled to the graduation mark with 10 ml of degassed water. The suspension was stirred with a magnetic stirring bar for 15 min at room temperature. A clear yellow solution formed. In the glove box a 30 ml stainless steel autoclave fitted with a magnetic stirring bar was charged with 0.5 g (2.57 mmol) of 3-methyl-2-(p-fluorophenyl)crotonic acid,...